This data is from the Open Reaction Database (ORD), a public repository of structured organic reaction records. The task is: describe an organic reaction: reactants, conditions, products, and yield Reactants: C1(=CC=CC=C1)S(=O)(=O)OC1=CC=C(C=C1)SCC#C (4-(2-Propyn-1-ylthio)phenyl benzenesulfonate), C1(=CC=CC=C1)S(=O)(=O)OC1=CC=C(C=C1)SCC#C (4-(2-Propyn-1-ylthio)phenyl benzenesulfonate), O (water), O.C1(=CC=C(C=C1)S(=O)(=O)O)C (p-toluenesulfonic acid monohydrate). Solvent: COCCOC (1,2-dimethoxyethane). Run at time 2 hour. The product is C1(=CC=CC=C1)S(=O)(=O)OC1=CC2=C(SC=C2CO)C=C1 (5-Benzenesulfonyloxy-3-hydroxymethylbenzo[b]thiophene). The yield is 187.8%. Reaction SMILES: [C:1]1([S:7]([O:10][C:11]2[CH:16]=[CH:15][C:14]([S:17][CH2:18][C:19]#[CH:20])=[CH:13][CH:12]=2)(=[O:9])=[O:8])[CH:6]=[CH:5][CH:4]=[CH:3][CH:2]=1.O.O.C1(C)C=CC(S(O)(=O)=[O:30])=CC=1>COCCOC>[C:1]1([S:7]([O:10][C:11]2[CH:12]=[CH:13][C:14]3[S:17][CH:18]=[C:19]([CH2:20][OH:30])[C:15]=3[CH:16]=2)(=[O:9])=[O:8])[CH:2]=[CH:3][CH:4]=[CH:5][CH:6]=1 |f:2.3|. Procedure: The compound (3) (65.47 g, 183 mmol) obtained in above (2) was dissolved in 1,2-dimethoxyethane (1.6L) and the solution was refluxed for 4 hours. To the solution were added water (64 ml) and p-toluenesulfonic acid monohydrate (19.2 g, 100 mmol) and refluxing was continued for 2 hours. The reaction mixture was concentrated under reduced pressure. After water (200 ml) was added to the resulting oil, the mixture was extracted with ethyl acetate (300 ml). The organic layer was washed with aqueous so... Starting materials: N1(CCNCC1)C1=C(C=CC=C1)CO ((2-piperazin-1-yl-phenyl)-methanol), Cl.ClC1=CC=NC=C1 (4-chloropyridine hydrochloride), tris[2-(2-methoxy)ethyl]amine, [OH-].[K+] (potassium hydroxide), C([O-])([O-])=O.[K+].[K+] (potassium carbonate). The solvent is C1(=CC=CC=C1)C (toluene). Reaction conditions: temperature 120 celsius. Yields the product N1=CC=C(C=C1)OCC1=C(C=CC=C1)N1CCNCC1 (1-[2-(Pyridin-4-yloxymethyl)phenyl]piperazine). As a reaction SMILES: [N:1]1([C:7]2[CH:12]=[CH:11][CH:10]=[CH:9][C:8]=2[CH2:13][OH:14])[CH2:6][CH2:5][NH:4][CH2:3][CH2:2]1.Cl.Cl[C:17]1[CH:22]=[CH:21][N:20]=[CH:19][CH:18]=1.[OH-].[K+].C(=O)([O-])[O-].[K+].[K+]>C1(C)C=CC=CC=1>[N:20]1[CH:21]=[CH:22][C:17]([O:14][CH2:13][C:8]2[CH:9]=[CH:10][CH:11]=[CH:12][C:7]=2[N:1]2[CH2:6][CH2:5][NH:4][CH2:3][CH2:2]2)=[CH:18][CH:19]=1 |f:1.2,3.4,5.6.7|. Procedure: (2-piperazin-1-yl-phenyl)-methanol (200 mg, 1.04 mmol) was added to a suspension of 4-chloropyridine hydrochloride (225 mg, 1.50 mmol), tris[2-(2-methoxy)ethyl]amine (32 μL, 0.10 mmol), powdered potassium hydroxide (225 mg, 4.01 mmol) and potassium carbonate (275 mg, 1.99 mmol) in 10 mL of toluene. The reaction mixture was heated to 120° C. overnight. The reaction mixture was concentrated and the residue was purified by reverse phase HPLC. The material was still less than 50% pure, but was used ...